From a dataset of the Open Reaction Database (ORD), a public repository of structured organic reaction records. describe an organic reaction: reactants, conditions, products, and yield Starting materials: C([C@@H]1[C@@H]2[C@@H]([C@H]([C@H](O1)O[C@@H]3[C@H](O[C@@H]([C@@H]([C@H]3O)O)O[C@@H]4[C@H](O[C@@H]([C@@H]([C@H]4O)O)O[C@@H]5[C@H](O[C@@H]([C@@H]([C@H]5O)O)O[C@@H]6[C@H](O[C@@H]([C@@H]([C@H]6O)O)O[C@@H]7[C@H](O[C@@H]([C@@H]([C@H]7O)O)O[C@@H]8[C@H](O[C@H](O2)[C@@H]([C@H]8O)O)CO)CO)CO)CO)CO)CO)O)O)O (beta-cyclodextrine), [Na+].[Cl-] (NaCl). Run in CS(=O)C (dimethylsulfoxide). Product: CC(COC[C@@H]1[C@@H]2[C@@H]([C@H]([C@H](O1)O[C@@H]3[C@H](O[C@@H]([C@@H]([C@H]3O)O)O[C@@H]4[C@H](O[C@@H]([C@@H]([C@H]4O)O)O[C@@H]5[C@H](O[C@@H]([C@@H]([C@H]5O)O)O[C@@H]6[C@H](O[C@@H]([C@@H]([C@H]6O)O)O[C@@H]7[C@H](O[C@@H]([C@@H]([C@H]7O)O)O[C@@H]8[C@H](O[C@H](O2)[C@@H]([C@H]8O)O)COCC(C)O)COCC(C)O)COCC(C)O)COCC(C)O)COCC(C)O)COCC(C)O)O)O)O (Hydroxypropyl-beta-cyclodextrin). RXN SMILES: [CH2:1]([OH:77])[C@H:2]1[O:7][C@@H:6]2[O:8][C@H:9]3[C@H:14]([OH:15])[C@@H:13]([OH:16])[C@@H:12]([O:17][C@H:18]4[C@H:23]([OH:24])[C@@H:22]([OH:25])[C@@H:21]([O:26][C@H:27]5[C@H:32]([OH:33])[C@@H:31]([OH:34])[C@@H:30]([O:35][C@H:36]6[C@H:41]([OH:42])[C@@H:40]([OH:43])[C@@H:39]([O:44][C@H:45]7[C@H:50]([OH:51])[C@@H:49]([OH:52])[C@@H:48]([O:53][C@H:54]8[C@H:60]([OH:61])[C@@H:59]([OH:62])[C@@H:57]([O:58][C@H:3]1[C@H:4]([OH:76])[C@H:5]2[OH:75])[O:56][C@@H:55]8[CH2:63][OH:64])[O:47][C@@H:46]7[CH2:65][OH:66])[O:38][C@@H:37]6[CH2:67][OH:68])[O:29][C@@H:28]5[CH2:69][OH:70])[O:20][C@@H:19]4[CH2:71][OH:72])[O:11][C@@H:10]3[CH2:73][OH:74].[Na+].[Cl-]>CS(C)=O>[CH3:3][CH:2]([OH:7])[CH2:1][O:70][CH2:69][C@H:28]1[O:29][C@@H:30]2[O:35][C@H:36]3[C@H:41]([OH:42])[C@@H:40]([OH:43])[C@@H:39]([O:44][C@H:45]4[C@H:50]([OH:51])[C@@H:49]([OH:52])[C@@H:48]([O:53][C@H:54]5[C@H:60]([OH:61])[C@@H:59]([OH:62])[C@@H:57]([O:58][C@H:3]6[C@H:4]([OH:76])[C@@H:5]([OH:75])[C@@H:6]([O:8][C@H:9]7[C@H:14]([OH:15])[C@@H:13]([OH:16])[C@@H:12]([O:17][C@H:18]8[C@H:23]([OH:24])[C@@H:22]([OH:25])[C@@H:21]([O:26][C@H:27]1[C@H:32]([OH:33])[C@H:31]2[OH:34])[O:20][C@@H:19]8[CH2:71][O:72][CH2:60][CH:54]([OH:53])[CH3:55])[O:11][C@@H:10]7[CH2:73][O:74][CH2:32][CH:27]([OH:26])[CH3:28])[O:7][C@@H:2]6[CH2:1][O:77][CH2:14][CH:9]([OH:8])[CH3:10])[O:56][C@@H:55]5[CH2:63][O:64][CH2:37][CH:36]([OH:35])[CH3:41])[O:47][C@@H:46]4[CH2:65][O:66][CH2:46][CH:45]([OH:44])[CH3:50])[O:38][C@@H:37]3[CH2:67][O:68][CH2:19][CH:18]([OH:17])[CH3:23] |f:1.2|. Reported procedure: 40 mg (0.13 mmol) of compound described in example 2 and 1.46 g of hydroxypropyl-beta-cyclodextrin (DS 0.58-Mw 1386 g.·L−1) were dissolved in 15 mL of dichloromethane and 10 mL of methanol. The limpid mixture was evaporated under reduced pressure at room temperature giving 1.80 g of a pale yellow powder containing 2 wt % of product described in example 2 (mol/mol ratio for the complex “dihydro-compound/beta-cyclodextrine”: ⅛). The included molecule is now soluble (10 g·L−1) in a mixture of 9 wt ... Starting materials: N(N)C=1C=CC2=C(C(=CS2)C)C1 (5-hydrazino-3-methylbenzothiophene), C(C1=CC=CC=C1)N1CCC(CC1)=O (benzyl-4-piperidone). The product is C(C1=CC=CC=C1)N1CC2=C(NC3=CC=C4C(=C23)C(=CS4)C)CC1 (9-Benzyl-1-methyl-7,8,9,10-tetrahydrothieno[3,2-e]pyrido[4,3-b]indole). Reaction SMILES: [NH:1]([C:3]1[CH:4]=[CH:5][C:6]2[S:10][CH:9]=[C:8]([CH3:11])[C:7]=2[CH:12]=1)N.[CH2:13]([N:20]1[CH2:25][CH2:24][C:23](=O)[CH2:22][CH2:21]1)[C:14]1[CH:19]=[CH:18][CH:17]=[CH:16][CH:15]=1>>[CH2:13]([N:20]1[CH2:25][CH2:24][C:23]2[NH:1][C:3]3[C:12]([C:22]=2[CH2:21]1)=[C:7]1[C:8]([CH3:11])=[CH:9][S:10][C:6]1=[CH:5][CH:4]=3)[C:14]1[CH:19]=[CH:18][CH:17]=[CH:16][CH:15]=1. Reported procedure: The compound is formed analogously to the compound described in Example 5, from 10.1 g of 5-hydrazino-3-methylbenzothiophene and 10 ml of benzyl-4-piperidone. Melting point: 93° C. Reactants: C1CCNCC1, CCOC(C)=O, O=C(NCc1ccc(F)cc1)c1ccc(S(=O)(=O)n2nc(Cl)c3ccccc32)cc1. Yields the product O=C(NCc1ccc(F)cc1)c1ccc(S(=O)(=O)n2nc(N3CCCCC3)c3ccccc32)cc1. As a reaction SMILES: [CH2:31]1[CH2:32][CH2:33][NH:34][CH2:35][CH2:36]1.[CH3:37][CH2:38][O:39][C:40]([CH3:41])=[O:42].[Cl:1][c:2]1[n:3][n:4]([S:11](=[O:12])(=[O:13])[c:14]2[cH:15][cH:16][c:17]([C:18](=[O:19])[NH:20][CH2:21][c:22]3[cH:23][cH:24][c:25]([F:28])[cH:26][cH:27]3)[cH:29][cH:30]2)[c:5]2[cH:6][cH:7][cH:8][cH:9][c:10]12>>[c:2]1([N:34]2[CH2:33][CH2:32][CH2:31][CH2:36][CH2:35]2)[n:3][n:4]([S:11](=[O:12])(=[O:13])[c:14]2[cH:15][cH:16][c:17]([C:18](=[O:19])[NH:20][CH2:21][c:22]3[cH:23][cH:24][c:25]([F:28])[cH:26][cH:27]3)[cH:29][cH:30]2)[c:5]2[cH:6][cH:7][cH:8][cH:9][c:10]12. Reactants: COc1ccc(Br)c(CO)c1, Oc1cccc2ccccc12. Yields the product COc1ccc(Br)c(COc2cccc3ccccc23)c1. Reaction SMILES: [CH3:12][O:13][c:14]1[cH:15][cH:16][c:17]([Br:22])[c:18]([CH2:19][OH:20])[cH:21]1.[OH:1][c:2]1[cH:3][cH:4][cH:5][c:6]2[cH:7][cH:8][cH:9][cH:10][c:11]12>>[O:1]([c:2]1[cH:3][cH:4][cH:5][c:6]2[cH:7][cH:8][cH:9][cH:10][c:11]12)[CH2:19][c:18]1[c:17]([Br:22])[cH:16][cH:15][c:14]([O:13][CH3:12])[cH:21]1.